This data is from the Open Reaction Database (ORD), a public repository of structured organic reaction records. The task is: describe an organic reaction: reactants, conditions, products, and yield Starting materials: CC1=NC(=NC(=C1)C)Cl (4,6-dimethyl-2-chloropyrimidine), O (water), FC1=C(C(=CC=C1)F)NS(=O)(=O)C1=NNC(=N1)C (N-(2,6-difluorophenyl)-5-methyl-1,2,4-triazole-3-sulphonamide), [H-].[Na+] (sodium hydride). Run in CN(C=O)C (dimethylformamide), C(C)(=O)O (acetic acid). Run at temperature 25 celsius, time 30 minute. Yields the product FC1=C(C(=CC=C1)F)NS(=O)(=O)C1=NN(C(=N1)C)C1=NC(=CC(=N1)C)C (N-(2,6-difluorophenyl)-1-(4,6-dimethyl-2-pyrimidinyl)-5-methyl-1,2,4-triazole-3-sulphonamide). Isolated yield 11.5%. Reaction SMILES: [F:1][C:2]1[CH:7]=[CH:6][CH:5]=[C:4]([F:8])[C:3]=1[NH:9][S:10]([C:13]1[N:17]=[C:16]([CH3:18])[NH:15][N:14]=1)(=[O:12])=[O:11].[H-].[Na+].[CH3:21][C:22]1[CH:27]=[C:26]([CH3:28])[N:25]=[C:24](Cl)[N:23]=1.O>CN(C)C=O.C(O)(=O)C>[F:1][C:2]1[CH:7]=[CH:6][CH:5]=[C:4]([F:8])[C:3]=1[NH:9][S:10]([C:13]1[N:17]=[C:16]([CH3:18])[N:15]([C:24]2[N:25]=[C:26]([CH3:28])[CH:27]=[C:22]([CH3:21])[N:23]=2)[N:14]=1)(=[O:11])=[O:12] |f:1.2|. Procedure: N-(2,6-difluorophenyl)-5-methyl-1,2,4-triazole-3-sulphonamide (5 g) (Compound A81) was added in portions to a suspension of sodium hydride (1.37 g in 80% suspension in oil) in dry dimethylformamide (40 ml). The mixture was stirred for 30 minutes at 25° C., 4,6-dimethyl-2-chloropyrimidine (2.6 g) was added, and the mixture was then stirred at 100° C. for 18 hours. The cooled reaction mixture was poured into water, acidified with glacial acetic acid and then extracted with dichloromethane (3×100 m... The reactants are Fc1ccc(Cc2ccc(N3CCNCC3)cc2)cc1, Fc1ccc(C=CCBr)cc1. The product is Fc1ccc(C=CCN2CCN(c3ccc(Cc4ccc(F)cc4)cc3)CC2)cc1. RXN SMILES: [F:1][c:2]1[cH:3][cH:4][c:5]([CH2:8][c:9]2[cH:10][cH:11][c:12]([N:15]3[CH2:16][CH2:17][NH:18][CH2:19][CH2:20]3)[cH:13][cH:14]2)[cH:6][cH:7]1.[F:21][c:22]1[cH:23][cH:24][c:25]([CH:26]=[CH:27][CH2:28][Br:29])[cH:30][cH:31]1>>[F:1][c:2]1[cH:3][cH:4][c:5]([CH2:8][c:9]2[cH:10][cH:11][c:12]([N:15]3[CH2:16][CH2:17][N:18]([CH2:28][CH:27]=[CH:26][c:25]4[cH:24][cH:23][c:22]([F:21])[cH:31][cH:30]4)[CH2:19][CH2:20]3)[cH:13][cH:14]2)[cH:6][cH:7]1. The reactants are C[Si](C)(C)[N-][Si](C)(C)C.[Li+] (lithium bis(trimethylsilyl)amide), CC(=O)C (acetone), FC1=CC=C(C=C1)C=1N=C(N(C1C1=CC=C(C=C1)F)/C=C/C=O)C(C)C ((E)-3-[4,5-bis(4-fluorophenyl)-2-(1-methylethyl)-1H-imidazol-1-yl]-2-propenal). Run in C1CCOC1 (THF), C1CCOC1 (THF). Run at time 25 minute. Product: FC1=CC=C(C=C1)C=1N=C(N(C1C1=CC=C(C=C1)F)\C=C\C(CC(C)=O)O)C(C)C ((±)-(E)-1-[4,5-Bis(4-fluorophenyl)-2-(1-methylethyl)-1H-imidazol-1-yl]-3-hydroxy-1-hexen-5-one). RXN SMILES: C[Si]([N-][Si](C)(C)C)(C)C.[Li+].[CH3:11][C:12]([CH3:14])=[O:13].[F:15][C:16]1[CH:21]=[CH:20][C:19]([C:22]2[N:23]=[C:24]([CH:38]([CH3:40])[CH3:39])[N:25](/[CH:34]=[CH:35]/[CH:36]=[O:37])[C:26]=2[C:27]2[CH:32]=[CH:31][C:30]([F:33])=[CH:29][CH:28]=2)=[CH:18][CH:17]=1>C1COCC1>[F:15][C:16]1[CH:17]=[CH:18][C:19]([C:22]2[N:23]=[C:24]([CH:38]([CH3:40])[CH3:39])[N:25](/[CH:34]=[CH:35]/[CH:36]([OH:37])[CH2:11][C:12](=[O:13])[CH3:14])[C:26]=2[C:27]2[CH:32]=[CH:31][C:30]([F:33])=[CH:29][CH:28]=2)=[CH:20][CH:21]=1 |f:0.1|. Procedure details: To a solution of lithium bis(trimethylsilyl)amide (4.1 ml, IM solution in THF) in dry THF (20 ml) at -78° under nitrogen was added dry acetone (275 μl). After 25 min, a solution of (E)-3-[4,5-bis(4-fluorophenyl)-2-(1-methylethyl)-1H-imidazol-1-yl]-2-propenal (881 mg) in dry THF (15 ml) was added dropwise over 10 min. Stirring was continued for 25 min at -78° then the reaction was quenched with saturated aqueous ammonium chloride solution (25 ml) and allowed to warm to room temperature. The layer... The reactants are O (water), C([O-])(O)=O.[Na+] (sodium bicarbonate), FC(C1=CC=C(C=C1)B(O)O)(F)F ([4-(trifluoromethyl)phenyl]boronic acid), ClC1=NC(=CC(=C1)C#N)Cl (2,6-dichloropyridine-4-carbonitrile). The solvent is C(OC)COC (dimethoxyethane). Product: FC(C1=CC=C(C=C1)C1=NC(=CC(=C1)C#N)C1=CC=C(C=C1)C(F)(F)F)(F)F (2,6-bis[4-(trifluoromethyl)phenyl]pyridine-4-carbonitrile). Isolated yield 30.0%. Reaction SMILES: Cl[C:2]1[CH:7]=[C:6]([C:8]#[N:9])[CH:5]=[C:4](Cl)[N:3]=1.O.C(=O)(O)[O-].[Na+].[F:17][C:18]([F:29])([F:28])[C:19]1[CH:24]=[CH:23][C:22](B(O)O)=[CH:21][CH:20]=1>C(COC)OC>[F:17][C:18]([F:29])([F:28])[C:19]1[CH:24]=[CH:23][C:22]([C:2]2[CH:7]=[C:6]([C:8]#[N:9])[CH:5]=[C:4]([C:22]3[CH:23]=[CH:24][C:19]([C:18]([F:29])([F:28])[F:17])=[CH:20][CH:21]=3)[N:3]=2)=[CH:21][CH:20]=1 |f:2.3|. Procedure: 2-6-dichloropyridine-4-carbonitrile 24 (3.7 g, 21.35 mmol) was dissolved in 100 ml of dimethoxyethane. To the solution were added 70 ml of water, sodium bicarbonate (3 equiv., 5.38 g), [4-(trifluoromethyl)phenyl]boronic acid (2.4 equiv., 9.74 g) and the mixture was stirred at rt for 5′. The mixture was degassed and put under argon. A catalytic amount of tetrakispalladium was added and the mixture was heated at 100° C. overnight. The solvents were evaporated off and the residue was dissolved with... Reactants: CC1(CC=C(C=2C=C(C=CC12)C#CC1=CC=C(C(=O)O)C=C1)C=1SC=CN1)C (4-[(7,8-dihydro-8,8-dimethyl-5-(2-thiazolyl)naphth-3-yl)ethynyl]benzoic acid), CC1(CC=C(C=2C=C(C=CC12)C#CC1=CC=C(C(=O)O)C=C1)C=1SC=CN1)C (4-[(7,8-dihydro-8,8-dimethyl-5-(2-thiazolyl)naphth-3-yl)ethynyl]benzoic acid), CC1(CC=C(C=2C=C(C=CC12)C#CC1=CC=C(C(=O)OCC)C=C1)C1=CC=CC=C1)C (ethyl 4-[(7,8-dihydro-8,8-dimethyl-5-phenylnaphth-3-yl)ethynyl]benzoate), CC1(CC=C(C=2C=C(C=CC12)C#CC1=CC=C(C(=O)OCC)C=C1)C1=CC=CC=C1)C (ethyl 4-[(7,8-dihydro-8,8-dimethyl-5-phenylnaphth-3-yl)ethynyl]benzoate). Yields the product CC1(CC=C(C=2C=CC(=CC12)C#CC1=CC=C(C(=O)O)C=C1)C1=CC=CC=C1)C (4-[(7,8-dihydro-8,8-dimethyl-5-phenylnaphth-2-yl)ethynyl]benzoic acid). RXN SMILES: CC1(C)C2C=CC([C:12]#[C:13][C:14]3[CH:22]=[CH:21][C:17]([C:18]([OH:20])=[O:19])=[CH:16][CH:15]=3)=CC=2C(C2SC=CN=2)=CC1.[CH3:29][C:30]1([CH3:59])[C:39]2[CH:38]=[CH:37][C:36](C#CC3C=CC(C(OCC)=O)=CC=3)=[CH:35][C:34]=2[C:33]([C:53]2[CH:58]=[CH:57][CH:56]=[CH:55][CH:54]=2)=[CH:32][CH2:31]1>>[CH3:29][C:30]1([CH3:59])[C:39]2[CH:38]=[C:37]([C:12]#[C:13][C:14]3[CH:22]=[CH:21][C:17]([C:18]([OH:20])=[O:19])=[CH:16][CH:15]=3)[CH:36]=[CH:35][C:34]=2[C:33]([C:53]2[CH:54]=[CH:55][CH:56]=[CH:57][CH:58]=2)=[CH:32][CH2:31]1. Procedure: Employing the same general procedure as for the preparation of 4-[(7,8-dihydro-8,8-dimethyl-5-(2-thiazolyl)naphth-3-yl)ethynyl]benzoic acid (Compound 78), 27.0 mg (0.07 mmol) of ethyl 4-[(7,8-dihydro-8,8-dimethyl-5-phenylnaphth-3-yl)ethynyl]benzoate (Compound 68) was converted into the title compound (colorless solid) using 5.9 mg (0.14 mmol) of LiOH in H2O. Starting materials: 83, COC1CN(CCC1=O)CC1=CC=CC=C1 (3-methoxy-1-(phenylmethyl)-4-piperidinone), oxime, N (ammonia), [H][H] (hydrogen). Reagents/catalysts: [Ni] (Raney-nickel). The solvent is CO (methanol). Yields the product C1(=CC=CC=C1)CN1CCC(CC1)N (phenylmethyl-4-piperidinamine), intermediate 71. As a reaction SMILES: CO[CH:3]1[C:8](=O)[CH2:7][CH2:6][N:5]([CH2:10][C:11]2[CH:16]=[CH:15][CH:14]=[CH:13][CH:12]=2)[CH2:4]1.[NH3:17].[H][H]>[Ni].CO>[C:11]1([CH2:10][N:5]2[CH2:6][CH2:7][CH:8]([NH2:17])[CH2:3][CH2:4]2)[CH:16]=[CH:15][CH:14]=[CH:13][CH:12]=1. Procedure details: A mixture of 83 parts of 3-methoxy-1-(phenylmethyl)-4-piperidinone, oxime and 400 parts of methanol saturated with ammonia was hydrogenated at normal pressure and at 50° C. with 6 parts of Raney-nickel catalyst. After the calculated amount of hydrogen was taken up, the catalyst was filtered off and the filtrate was evaporated, yielding 78 parts (100%) of (cis+trans)-3-methoxy-1-(phenylmethyl-4-piperidinamine as a residue (intermediate 71). Starting materials: CC1(CC2(C(NC(N2)=O)=O)CC(N1C)(C)C)C (7,7,8,9,9-pentamethyl-1,3,8-triazaspiro[4.5]decane-2,4-dione), O1C(COCCOCC2CO2)C1 (ethylene glycol bis(2,3-epoxypropyl)ether), [OH-].[K+] (potassium hydroxide). Run in CO (methanol). Product: OC(COCCOCC(CN1C(NC2(C1=O)CC(N(C(C2)(C)C)C)(C)C)=O)O)CN2C(NC1(C2=O)CC(N(C(C1)(C)C)C)(C)C)=O (Ethylene glycol bis[2hydroxy-3-(7,7,8,9,9-pentamethyl-2,4-dioxo-1,3,8-triazaspiro[4.5]dec-3-yl)propyl]ether). RXN SMILES: [CH3:1][C:2]1([CH3:17])[N:13]([CH3:14])[C:12]([CH3:16])([CH3:15])[CH2:11][C:4]2([NH:8][C:7](=[O:9])[NH:6][C:5]2=[O:10])[CH2:3]1.[O:18]1[CH2:29][CH:19]1[CH2:20][O:21][CH2:22][CH2:23][O:24][CH2:25][CH:26]1[O:28][CH2:27]1.[OH-:30].[K+]>CO>[OH:18][CH:19]([CH2:29][N:6]1[C:5](=[O:30])[C:4]2([CH2:3][C:2]([CH3:1])([CH3:17])[N:13]([CH3:14])[C:12]([CH3:16])([CH3:15])[CH2:11]2)[NH:8][C:7]1=[O:9])[CH2:20][O:21][CH2:22][CH2:23][O:24][CH2:25][CH:26]([OH:28])[CH2:27][N:6]1[C:5](=[O:10])[C:4]2([CH2:3][C:2]([CH3:17])([CH3:1])[N:13]([CH3:14])[C:12]([CH3:16])([CH3:15])[CH2:11]2)[NH:8][C:7]1=[O:9] |f:2.3|. Procedure details: 10.0 g of 7,7,8,9,9-pentamethyl-1,3,8-triazaspiro[4.5]decane-2,4-dione, 3.0 g of ethylene glycol bis(2,3-epoxypropyl)ether and 0.1 g of potassium hydroxide were reacted in 60 ml of methanol, following substantially the same procedure as in Example 1. The desired Compound No. 166 was obtained in the form of white crystals, melting at 213°-215° C. Reactants: C(#C)C=1C=C2C(=C(N(C2=CC1)CCN1CCCC1)C(=O)OCC)C (ethyl 5-ethynyl-3-methyl-1-(2-pyrrolidin-1-yl-ethyl)-1H-indole-2-carboxylate), ClC1=CC=C(C=C1)C=1C=CC(=NC1)I (5-(4-chloro-phenyl)-2-iodo-pyridine), N1CCCCC1 (piperidine). Reagents/catalysts: Cl[Pd]([P](C1=CC=CC=C1)(C2=CC=CC=C2)C3=CC=CC=C3)([P](C4=CC=CC=C4)(C5=CC=CC=C5)C6=CC=CC=C6)Cl (Pd(PPh3)2Cl2), [Cu]I (CuI). Run in O (water), C1CCOC1 (THF). Reaction conditions: time 4 hour. Product: ClC1=CC=C(C=C1)C=1C=CC(=NC1)C#CC=1C=C2C(=C(N(C2=CC1)CCN1CCCC1)C(=O)OCC)C (ethyl 5-[5-(4-chloro-phenyl)-pyridin-2-ylethynyl]-3-methyl-1-(2-pyrrolidin-1-yl-ethyl)-1H-indole-2-carboxylate). Reaction SMILES: [C:1]([C:3]1[CH:4]=[C:5]2[C:9](=[CH:10][CH:11]=1)[N:8]([CH2:12][CH2:13][N:14]1[CH2:18][CH2:17][CH2:16][CH2:15]1)[C:7]([C:19]([O:21][CH2:22][CH3:23])=[O:20])=[C:6]2[CH3:24])#[CH:2].[Cl:25][C:26]1[CH:31]=[CH:30][C:29]([C:32]2[CH:33]=[CH:34][C:35](I)=[N:36][CH:37]=2)=[CH:28][CH:27]=1.N1CCCCC1>C1COCC1.O.Cl[Pd](Cl)([P](C1C=CC=CC=1)(C1C=CC=CC=1)C1C=CC=CC=1)[P](C1C=CC=CC=1)(C1C=CC=CC=1)C1C=CC=CC=1.[Cu]I>[Cl:25][C:26]1[CH:27]=[CH:28][C:29]([C:32]2[CH:33]=[CH:34][C:35]([C:2]#[C:1][C:3]3[CH:4]=[C:5]4[C:9](=[CH:10][CH:11]=3)[N:8]([CH2:12][CH2:13][N:14]3[CH2:15][CH2:16][CH2:17][CH2:18]3)[C:7]([C:19]([O:21][CH2:22][CH3:23])=[O:20])=[C:6]4[CH3:24])=[N:36][CH:37]=2)=[CH:30][CH:31]=1 |^1:53,72|. Procedure details: Under an argon atmosphere 11 mg (0.02 mmol) Pd(PPh3)2Cl2 and 3 mg (0.02 mmol) CuI are added to a solution of 250 mg (0.77 mmol) ethyl 5-ethynyl-3-methyl-1-(2-pyrrolidin-1-yl-ethyl)-1H-indole-2-carboxylate and 243 mg (0.77 mmol) 5-(4-chloro-phenyl)-2-iodo-pyridine in 1.52 mL (15.4 mmol) piperidine and 25 mL THF and the reaction mixture is stirred for 4 h at RT. It is diluted with water, extracted exhaustively with EtOAc, the combined organic phases are washed with water and saturated NaCl solutio...